The task is: describe an organic reaction: reactants, conditions, products, and yield. This data is from the Open Reaction Database (ORD), a public repository of structured organic reaction records. Reactants: O=S(=O)(Cl)c1ccc(Cl)s1, ClCCl, COc1ccc(F)c2c1c(N)nn2Cc1cccc(C#N)c1, c1ccncc1. Yields the product COc1ccc(F)c2c1c(NS(=O)(=O)c1ccc(Cl)s1)nn2Cc1cccc(C#N)c1. Reaction SMILES: [Cl:23][c:24]1[cH:25][cH:26][c:27]([S:29](=[O:30])(=[O:31])[Cl:32])[s:28]1.[Cl:39][CH2:40][Cl:41].[NH2:1][c:2]1[n:3][n:4]([CH2:14][c:15]2[cH:16][c:17]([C:18]#[N:19])[cH:20][cH:21][cH:22]2)[c:5]2[c:6]([F:13])[cH:7][cH:8][c:9]([O:11][CH3:12])[c:10]12.[cH:33]1[cH:34][cH:35][n:36][cH:37][cH:38]1>>[NH:1]([c:2]1[n:3][n:4]([CH2:14][c:15]2[cH:16][c:17]([C:18]#[N:19])[cH:20][cH:21][cH:22]2)[c:5]2[c:6]([F:13])[cH:7][cH:8][c:9]([O:11][CH3:12])[c:10]12)[S:29]([c:27]1[cH:26][cH:25][c:24]([Cl:23])[s:28]1)(=[O:30])=[O:31]. Reactants: CS(=O)(=O)Cl, CC1(O)CN(C(c2ccccc2)c2ccccc2)C1, c1ccncc1. Yields the product CC1(OS(C)(=O)=O)CN(C(c2ccccc2)c2ccccc2)C1. RXN SMILES: [CH3:20][S:21]([Cl:22])(=[O:23])=[O:24].[CH:1]([c:2]1[cH:3][cH:4][cH:5][cH:6][cH:7]1)([c:8]1[cH:9][cH:10][cH:11][cH:12][cH:13]1)[N:14]1[CH2:15][C:16]([OH:18])([CH3:19])[CH2:17]1.[cH:25]1[cH:26][cH:27][n:28][cH:29][cH:30]1>>[CH:1]([c:2]1[cH:3][cH:4][cH:5][cH:6][cH:7]1)([c:8]1[cH:9][cH:10][cH:11][cH:12][cH:13]1)[N:14]1[CH2:15][C:16]([O:18][S:21]([CH3:20])(=[O:23])=[O:24])([CH3:19])[CH2:17]1. The reactants are C1CCOC1, CC(C)(C)C(=O)c1oc2nc(-c3ccc(Cl)cc3Cl)c(-c3ccc(Cl)cc3)cc2c1NC(=O)CCCCl, [H-], [Na+]. Yields the product CC(C)(C)C(=O)c1oc2nc(-c3ccc(Cl)cc3Cl)c(-c3ccc(Cl)cc3)cc2c1N1CCCC1=O. As a reaction SMILES: [CH2:40]1[O:41][CH2:42][CH2:43][CH2:44]1.[Cl:3][CH2:4][CH2:5][CH2:6][C:7](=[O:8])[NH:9][c:10]1[c:11]([C:34]([C:35]([CH3:36])([CH3:37])[CH3:38])=[O:39])[o:12][c:13]2[n:14][c:15](-[c:26]3[c:27]([Cl:33])[cH:28][c:29]([Cl:32])[cH:30][cH:31]3)[c:16](-[c:19]3[cH:20][cH:21][c:22]([Cl:25])[cH:23][cH:24]3)[cH:17][c:18]12.[H-:1].[Na+:2]>>[CH2:4]1[CH2:5][CH2:6][C:7](=[O:8])[N:9]1[c:10]1[c:11]([C:34]([C:35]([CH3:36])([CH3:37])[CH3:38])=[O:39])[o:12][c:13]2[n:14][c:15](-[c:26]3[c:27]([Cl:33])[cH:28][c:29]([Cl:32])[cH:30][cH:31]3)[c:16](-[c:19]3[cH:20][cH:21][c:22]([Cl:25])[cH:23][cH:24]3)[cH:17][c:18]12. Procedure: To a solution of 2-(1-bromoethyl)-3,5-dichloroquinoxaline (1.00 Kg, 3.27 mol) in DMF (8.2 L) was added potassium phthalimide (1.21 Kg, 6.54 mol). The reaction mixture was stirred for 3 h. At this time LC-MS analysis showed that the reaction was complete. The mixture was transferred to a 50 L separatory funnel and water (12 L) and EtOAc (6 L) were added to it with stirring. A large amount of white solid crashed out and was collected by filtration. The aqueous. phase was separated and extracted ag... Run at time 3 hour. Yields the product ClC=1C(=NC2=CC=CC(=C2N1)Cl)C(C)N1C(C2=CC=CC=C2C1=O)=O (2-(1-(3,5-dichloroquinoxalin-2-yl)ethyl)isoindoline-1,3-dione). RXN SMILES: Br[CH:2]([C:4]1[C:13]([Cl:14])=[N:12][C:11]2[C:6](=[CH:7][CH:8]=[CH:9][C:10]=2[Cl:15])[N:5]=1)[CH3:3].[C:16]1(=[O:26])[NH:20][C:19](=[O:21])[C:18]2=[CH:22][CH:23]=[CH:24][CH:25]=[C:17]12.[K].O.CCOC(C)=O>CN(C=O)C>[Cl:14][C:13]1[C:4]([CH:2]([N:20]2[C:16](=[O:26])[C:17]3[C:18](=[CH:22][CH:23]=[CH:24][CH:25]=3)[C:19]2=[O:21])[CH3:3])=[N:5][C:6]2[C:11]([N:12]=1)=[C:10]([Cl:15])[CH:9]=[CH:8][CH:7]=2 |f:1.2,^1:26|. The reactants are BrC(C)C1=NC2=CC=CC(=C2N=C1Cl)Cl (2-(1-bromoethyl)-3,5-dichloroquinoxaline), C1(C=2C(C(N1)=O)=CC=CC2)=O.[K] (potassium phthalimide), O (water), CCOC(=O)C (EtOAc). Solvent: CN(C)C=O (DMF). Isolated yield 101.9%. Starting materials: CC#N, CCOC(C)=O, CS(=O)c1ncc2c(n1)N(C1CCCC1)C(=O)NC2, CN1CCN(c2ccc(N)cc2)CC1, O=C(O)C(F)(F)F. RXN SMILES: [CH3:41][C:42]#[N:43].[CH3:44][CH2:45][O:46][C:47](=[O:48])[CH3:49].[CH:1]1([N:6]2[C:7](=[O:19])[NH:8][CH2:9][c:10]3[c:11]2[n:12][c:13]([S:16]([CH3:17])=[O:18])[n:14][cH:15]3)[CH2:2][CH2:3][CH2:4][CH2:5]1.[NH2:20][c:21]1[cH:22][cH:23][c:24]([N:27]2[CH2:28][CH2:29][N:30]([CH3:33])[CH2:31][CH2:32]2)[cH:25][cH:26]1.[OH:34][C:35]([C:36]([F:37])([F:38])[F:39])=[O:40]>>[CH:1]1([N:6]2[C:7](=[O:19])[NH:8][CH2:9][c:10]3[c:11]2[n:12][c:13]([NH:20][c:21]2[cH:22][cH:23][c:24]([N:27]4[CH2:28][CH2:29][N:30]([CH3:33])[CH2:31][CH2:32]4)[cH:25][cH:26]2)[n:14][cH:15]3)[CH2:2][CH2:3][CH2:4][CH2:5]1. The product is CN1CCN(c2ccc(Nc3ncc4c(n3)N(C3CCCC3)C(=O)NC4)cc2)CC1.